From a dataset of the Open Reaction Database (ORD), a public repository of structured organic reaction records. describe an organic reaction: reactants, conditions, products, and yield Starting materials: [OH-].[Na+] (sodium hydroxide), C1[C@@H](O1)CCl (R-(-)-epichlorohydrin), C(CCCC)[C@@H]1CC[C@H](CC1)C1=CC=C(C=C1)O (4(trans-4-n-pentylcyclohexyl)phenol). Reagents/catalysts: [Cl-].C(C1=CC=CC=C1)[N+](CC)(CC)CC (benzyltriethylammonium chloride). Conditions: temperature 60 celsius, time 20 minute. Product: C(CCCC)[C@@H]1CC[C@H](CC1)C1=CC=C(C=C1)OC[C@@H]1CO1 ((S)-2,3-epoxypropyl 4-(trans-4-n-pentylcyclohexyl)phenyl ether). The yield is 59.6%. RXN SMILES: [CH2:1]1[O:3][C@H:2]1[CH2:4]Cl.[CH2:6]([C@H:11]1[CH2:16][CH2:15][C@H:14]([C:17]2[CH:22]=[CH:21][C:20]([OH:23])=[CH:19][CH:18]=2)[CH2:13][CH2:12]1)[CH2:7][CH2:8][CH2:9][CH3:10].[OH-].[Na+]>[Cl-].C([N+](CC)(CC)CC)C1C=CC=CC=1>[CH2:6]([C@H:11]1[CH2:12][CH2:13][C@H:14]([C:17]2[CH:18]=[CH:19][C:20]([O:23][CH2:4][C@H:2]3[O:3][CH2:1]3)=[CH:21][CH:22]=2)[CH2:15][CH2:16]1)[CH2:7][CH2:8][CH2:9][CH3:10] |f:2.3,4.5|. Reported procedure: To a mixture of the above R-(-)-epichlorohydrin (5.55 g), 4(trans-4-n-pentylcyclohexyl)phenol (2.46 g) of the following formula: ##STR15## and benzyltriethylammonium chloride (0.04 g) is added dropwise aqueous sodium hydroxide (NaOH 0.45 g, water 15 ml) with stirring at 60° C. over a period of 20 minutes, and the mixture is further refluxed for one hour. The reaction mixture is cooled to room temperature and extracted twice with ether. The extract is washed once with a saturated saline solution ... Reactants: OC=1C=2N(C=CC1)C(=C(N2)C)C (8-hydroxy-2,3-dimethylimidazo[1,2-a]pyridine), C([O-])([O-])=O.[Na+].[Na+] (sodium carbonate), C(C)(C)(C)OC(=O)NC1=C(CCl)C(=CC=C1)C (2-tert-butoxycarbonylamino-6-methylbenzyl chloride), [I-].[Na+] (sodium iodide). Run in CC(=O)C (acetone). The product is C(C)(C)(C)OC(=O)NC1=C(COC=2C=3N(C=CC2)C(=C(N3)C)C)C(=CC=C1)C (8-(2-tert-Butoxycarbonylamino-6-methylbenzyloxy)-2,3-dimethylimidazo[1,2-a]pyridine). RXN SMILES: [OH:1][C:2]1[C:3]2[N:4]([C:8]([CH3:12])=[C:9]([CH3:11])[N:10]=2)[CH:5]=[CH:6][CH:7]=1.[C:13]([O:17][C:18]([NH:20][C:21]1[CH:28]=[CH:27][CH:26]=[C:25]([CH3:29])[C:22]=1[CH2:23]Cl)=[O:19])([CH3:16])([CH3:15])[CH3:14].[I-].[Na+].C(=O)([O-])[O-].[Na+].[Na+]>CC(C)=O>[C:13]([O:17][C:18]([NH:20][C:21]1[CH:28]=[CH:27][CH:26]=[C:25]([CH3:29])[C:22]=1[CH2:23][O:1][C:2]1[C:3]2[N:4]([C:8]([CH3:12])=[C:9]([CH3:11])[N:10]=2)[CH:5]=[CH:6][CH:7]=1)=[O:19])([CH3:16])([CH3:15])[CH3:14] |f:2.3,4.5.6|. Procedure details: Starting from 8-hydroxy-2,3-dimethylimidazo[1,2-a]pyridine (1.6 g), 2-tert-butoxycarbonylamino-6-methylbenzyl chloride (3.1 g), sodium iodide (1.8 g) and sodium carbonate (2.7 g) in acetone (350 ml) analogously using the process of Example B1 gives, after chromatography on silica gel (eluent toluene/dioxane 5:1) and recrystallization from cyclohexane, 3.0 g (78%) of the title compound of m.p. 128-131° C. Reactants: O=C([O-])[O-], CC#N, OC1(c2ccc(F)c(F)c2)CCNC1, CCCI, [K+], [K+]. Yields the product CCCN1CCC(O)(c2ccc(F)c(F)c2)C1. As a reaction SMILES: [C:15](=[O:16])([O-:17])[O-:18].[CH3:25][C:26]#[N:27].[F:1][c:2]1[cH:3][c:4]([C:9]2([OH:14])[CH2:10][NH:11][CH2:12][CH2:13]2)[cH:5][cH:6][c:7]1[F:8].[I:21][CH2:22][CH2:23][CH3:24].[K+:19].[K+:20]>>[F:1][c:2]1[cH:3][c:4]([C:9]2([OH:14])[CH2:10][N:11]([CH2:22][CH2:23][CH3:24])[CH2:12][CH2:13]2)[cH:5][cH:6][c:7]1[F:8]. Reactants: [Al+3], O=C([O-])C(O)C(O)C(=O)[O-], COC1(OC)CCC(C#N)(c2ccc(OC(F)F)c(OC(F)F)c2)CC1, CCOC(C)=O, [H-], [H-], [H-], [H-], [K+], [Li+], [Na+], [Na+], [Na+], O=C([O-])[O-], C1CCOC1. Product: COC1(OC)CCC(CN)(c2ccc(OC(F)F)c(OC(F)F)c2)CC1. As a reaction SMILES: [Al+3:28].[C:33]([CH:34]([CH:35]([C:36]([O-:37])=[O:38])[OH:39])[OH:40])([O-:41])=[O:42].[CH3:1][O:2][C:3]1([O:25][CH3:26])[CH2:4][CH2:5][C:6]([C:9]#[N:10])([c:11]2[cH:12][c:13]([O:21][CH:22]([F:23])[F:24])[c:14]([O:17][CH:18]([F:19])[F:20])[cH:15][cH:16]2)[CH2:7][CH2:8]1.[CH3:56][CH2:57][O:58][C:59](=[O:60])[CH3:61].[H-:27].[H-:30].[H-:31].[H-:32].[K+:43].[Li+:29].[Na+:44].[Na+:45].[Na+:46].[O-:47][C:48](=[O:49])[O-:50].[O:51]1[CH2:52][CH2:53][CH2:54][CH2:55]1>>[CH3:1][O:2][C:3]1([O:25][CH3:26])[CH2:4][CH2:5][C:6]([CH2:9][NH2:10])([c:11]2[cH:12][c:13]([O:21][CH:22]([F:23])[F:24])[c:14]([O:17][CH:18]([F:19])[F:20])[cH:15][cH:16]2)[CH2:7][CH2:8]1. Reactants: [N+](=O)([O-])C1=CC=C(C=C1)C=1SC=C(N1)C(=O)OCC (Ethyl 2-(4-nitrophenyl)thiazole-4-carboxylate). Solvent: C1CCOC1 (THF), [Li+].[OH-] (LiOH), C1CCOC1 (THF). Conditions: time 2.5 hour. The product is [N+](=O)([O-])C1=CC=C(C=C1)C=1SC=C(N1)C(=O)O (2-(4-nitrophenyl)thiazole-4-carboxylic acid). Reaction SMILES: [N+:1]([C:4]1[CH:9]=[CH:8][C:7]([C:10]2[S:11][CH:12]=[C:13]([C:15]([O:17]CC)=[O:16])[N:14]=2)=[CH:6][CH:5]=1)([O-:3])=[O:2]>C1COCC1.[Li+].[OH-]>[N+:1]([C:4]1[CH:5]=[CH:6][C:7]([C:10]2[S:11][CH:12]=[C:13]([C:15]([OH:17])=[O:16])[N:14]=2)=[CH:8][CH:9]=1)([O-:3])=[O:2] |f:2.3|. Procedure: To a solution of Ethyl 2-(4-nitrophenyl)thiazole-4-carboxylate in THF, 1N LiOH was added at RT and stirred for 2-3 hr. After completion of reaction THF was removed under reduced pressure. Obtained material was dissolved in water acidified with 1N HCl and white solid precipitated out. It was filtered and dried. Yield 4.4 gm (97%). MS (ESI) m/z: 249(M−H)−; 1HNMR (DMSO-d6, 300 MHz): δ 13.233 (s, 1H), 8.658 (s, 1H), 8.358 (d, 2H), 8.269 (d, 2H). Starting materials: CN1C(=C(C2=CC=CC=C12)CC(C)C)C(=O)N([C@@H](C)C(=O)NC(CC(=O)OC(C)(C)C)C(CBr)=O)C1CCCCC1 (N-[(1-methyl-3-isobutyl-indole-2-carbonyl)cyclohexylalaninyl]-3-amino-5-bromo-4-oxo-pentanoic acid, tert-butyl ester), CCCCCC.CCOC(=O)C (hexane EtOAc), [F-].[K+] (potassium fluoride), FC1=C(C(=C(C=C1F)F)F)O (2,3,5,6-tetrafluorophenol). Solvent: CN(C)C=O (DMF). Yields the product CN1C(=C(C2=CC=CC=C12)CC(C)C)C(=O)N([C@@H](C)C(=O)NC(CC(=O)OC(C)(C)C)C(COC1=C(C(=CC(=C1F)F)F)F)=O)C1CCCCC1 (N-[(1-methyl-3-isobutyl-indole-2-carbonyl)cyclohexylaianinyl]-3-amino-4-oxo-5-(2,3,5,6-tetrafluorophenyloxy)-pentanoic acid, tert-butyl ester). As a reaction SMILES: [CH3:1][N:2]1[C:10]2[C:5](=[CH:6][CH:7]=[CH:8][CH:9]=2)[C:4]([CH2:11][CH:12]([CH3:14])[CH3:13])=[C:3]1[C:15]([N:17]([CH:36]1[CH2:41][CH2:40][CH2:39][CH2:38][CH2:37]1)[C@H:18]([C:20]([NH:22][CH:23]([C:32](=[O:35])[CH2:33]Br)[CH2:24][C:25]([O:27][C:28]([CH3:31])([CH3:30])[CH3:29])=[O:26])=[O:21])[CH3:19])=[O:16].[F-].[K+].[F:44][C:45]1[C:50]([F:51])=[CH:49][C:48]([F:52])=[C:47]([F:53])[C:46]=1[OH:54].CCCCCC.CCOC(C)=O>CN(C=O)C>[CH3:1][N:2]1[C:10]2[C:5](=[CH:6][CH:7]=[CH:8][CH:9]=2)[C:4]([CH2:11][CH:12]([CH3:14])[CH3:13])=[C:3]1[C:15]([N:17]([CH:36]1[CH2:41][CH2:40][CH2:39][CH2:38][CH2:37]1)[C@H:18]([C:20]([NH:22][CH:23]([C:32](=[O:35])[CH2:33][O:54][C:46]1[C:47]([F:53])=[C:48]([F:52])[CH:49]=[C:50]([F:51])[C:45]=1[F:44])[CH2:24][C:25]([O:27][C:28]([CH3:31])([CH3:30])[CH3:29])=[O:26])=[O:21])[CH3:19])=[O:16] |f:1.2,4.5|. Procedure: The titled product was prepared as described in Example 82 using N-[(1-methyl-3-isobutyl-indole-2-carbonyl)cyclohexylalaninyl]-3-amino-5-bromo-4-oxo-pentanoic acid, tert-butyl ester (50.8 mg, 0.08 mmol), potassium fluoride (12.0 mg, 0.21 mmol), and 2,3,5,6-tetrafluorophenol (13.3 mg, 0.08 mmol) in DMF (2.0 ml). TLC (hexane/EtOAc, 3/1): Rf=0.25. Reactants: 12i, C(#N)C=1C=C2C(CCOC2=CC1OC1=CC=C(C(=O)O)C=C1)C(=O)OC (4-(6-Cyano-4-(methoxycarbonyl)chroman-7-yloxy)benzoic acid), C(C(=O)Cl)(=O)Cl (oxalyl chloride), C1C(CCC2=CC=CC=C12)N (1,2,3,4-tetrahydro-naphthalen-2-ylamine), CCN(C(C)C)C(C)C (DIEA). The reagents and catalysts are CN(C)C=O (DMF). Solvent: C(Cl)Cl (DCM), C(Cl)Cl (DCM). Conditions: time 30 minute. Yields the product C1C(CCC2=CC=CC=C12)NC(=O)C1=CC=C(OC2=C(C=C3C(CCOC3=C2)C(=O)OC)C#N)C=C1 (methyl 7-(4-((1,2,3,4-tetrahydronaphthalen-2-yl)carbamoyl)phenoxy)-6-cyanochroman-4-carboxylate). Yield: 74.0%. Reaction SMILES: [C:1]([C:3]1[CH:4]=[C:5]2[C:10](=[CH:11][C:12]=1[O:13][C:14]1[CH:22]=[CH:21][C:17]([C:18]([OH:20])=O)=[CH:16][CH:15]=1)[O:9][CH2:8][CH2:7][CH:6]2[C:23]([O:25][CH3:26])=[O:24])#[N:2].C(Cl)(=O)C(Cl)=O.[CH2:33]1[C:42]2[C:37](=[CH:38][CH:39]=[CH:40][CH:41]=2)[CH2:36][CH2:35][CH:34]1[NH2:43].CCN(C(C)C)C(C)C>C(Cl)Cl.CN(C=O)C>[CH2:33]1[C:42]2[C:37](=[CH:38][CH:39]=[CH:40][CH:41]=2)[CH2:36][CH2:35][CH:34]1[NH:43][C:18]([C:17]1[CH:16]=[CH:15][C:14]([O:13][C:12]2[CH:11]=[C:10]3[C:5]([CH:6]([C:23]([O:25][CH3:26])=[O:24])[CH2:7][CH2:8][O:9]3)=[CH:4][C:3]=2[C:1]#[N:2])=[CH:22][CH:21]=1)=[O:20]. Procedure: 4-(6-Cyano-4-(methoxycarbonyl)chroman-7-yloxy)benzoic acid (Preparation 2) (10 mg, 0.028 mmol) was diluted with DCM (500 uL) followed by the addition of oxalyl chloride in DCM (2M) (0.017 ml, 0.034 mmol) and 1 drop of DMF. After stirring for 30 minutes, 1,2,3,4-tetrahydro-naphthalen-2-ylamine (8.3 mg, 0.057 mmol) and DIEA (0.020 mL, 0.11 mmol) were added. After stirring for 2 hours, the reaction was loaded directly onto a biotage 12i cartridge and eluted with 5% ethyl acetate/hexanes to 100% eth... Starting materials: ClC=1N=NC(=CC1)C1=C(C=CC(=C1)C)Cl (3-chloro-6-(2-chloro-5-methylphenyl)pyridazine), C(C)(=O)NN (acetic acid hydrazide). The solvent is C(CCC)O (n-butanol). Yields the product CC1=NN=C2N1N=C(C=C2)C2=C(C=CC(=C2)C)Cl (3-methyl-6-(2-chloro-5-methylphenyl)-1,2,4-triazolo[4,3-b]pyridazine). RXN SMILES: Cl[C:2]1[N:3]=[N:4][C:5]([C:8]2[CH:13]=[C:12]([CH3:14])[CH:11]=[CH:10][C:9]=2[Cl:15])=[CH:6][CH:7]=1.[C:16]([NH:19][NH2:20])(=O)[CH3:17]>C(O)CCC>[CH3:17][C:16]1[N:3]2[N:4]=[C:5]([C:8]3[CH:13]=[C:12]([CH3:14])[CH:11]=[CH:10][C:9]=3[Cl:15])[CH:6]=[CH:7][C:2]2=[N:20][N:19]=1. Procedure: As described in Example 35, 2-chloro-5-methylbenzaldehyde is reacted with morpholine and potassium cyanide to give γ-(2-chloro-5-methylphenyl)-4-morpholineacetonitrile. In a similar manner as described in Example 35, the preceding compound is converted to 3-chloro-6-(2-chloro-5-methylphenyl)pyridazine which is reacted with acetic acid hydrazide in refluxing n-butanol for 24 hours to give the product of the example. Starting materials: NC1=NC(=CC(=N1)OCC)N (2,6-diamino-4-ethoxy-pyrimidine), N(=O)[O-].[Na+] (NaNO2). Solvent: C(C)(=O)O (acetic acid), O (water). Conditions: temperature 80 celsius, time 2 hour. The product is N(=O)C=1C(=NC(=NC1N)N)OCC (5-nitroso-2,6-diamino-4-ethoxy-pyrimidine). The yield is 68.3%. Reaction SMILES: [NH2:1][C:2]1[N:7]=[C:6]([O:8][CH2:9][CH3:10])[CH:5]=[C:4]([NH2:11])[N:3]=1.[N:12]([O-])=[O:13].[Na+]>C(O)(=O)C.O>[N:12]([C:5]1[C:6]([O:8][CH2:9][CH3:10])=[N:7][C:2]([NH2:1])=[N:3][C:4]=1[NH2:11])=[O:13] |f:1.2|. Reported procedure: To a solution of the compound of example 54 (6.13 g, 39.8 mmoles) in 20% aqueous acetic acid (57 ml) was added dropwise a solution of NaNO2 (3.29 g) in water (13 ml) at 80° C. A pink precipitate was formed which was stirred at 80° C. for an additional 2 hours. The reaction mixture was cooled down in the refrigerator overnight and the resulting precipitate was filtered off, yielding the title compound as a pink powder (4.98 g, yield 68%). Spectral data are identical with those described e.g. by W... Starting materials: C[Si](C)(C)C=[N+]=[N-], CO, NC1(C(=O)O)CCCCC1, C1CCOC1. The product is COC(=O)C1(N)CCCCC1. As a reaction SMILES: [CH3:11][Si:12]([CH:13]=[N+:14]=[N-:15])([CH3:16])[CH3:17].[CH3:18][OH:19].[NH2:1][C:2]1([C:8](=[O:9])[OH:10])[CH2:3][CH2:4][CH2:5][CH2:6][CH2:7]1.[O:20]1[CH2:21][CH2:22][CH2:23][CH2:24]1>>[NH2:1][C:2]1([C:8](=[O:9])[O:10][CH3:11])[CH2:3][CH2:4][CH2:5][CH2:6][CH2:7]1.